From a dataset of the Open Reaction Database (ORD), a public repository of structured organic reaction records. describe an organic reaction: reactants, conditions, products, and yield The reactants are CC(C)(C)OC(=O)N1CCC(O[Si](C)(C)C(C)(C)C)C1(C)CO, ClCCl, O=C(O)C(F)(F)F. The product is O=C(O)C(F)(F)F, CC1(CO)NCCC1O[Si](C)(C)C(C)(C)C. As a reaction SMILES: [C:1]([O:2][C:3](=[O:4])[N:8]1[C:9]([CH3:21])([CH2:22][OH:23])[CH:10]([O:13][Si:14]([CH3:15])([CH3:16])[C:17]([CH3:18])([CH3:19])[CH3:20])[CH2:11][CH2:12]1)([CH3:5])([CH3:6])[CH3:7].[Cl:31][CH2:32][Cl:33].[F:24][C:25]([C:26](=[O:27])[OH:28])([F:29])[F:30]>>[F:24][C:25]([C:26](=[O:27])[OH:28])([F:29])[F:30].[NH:8]1[C:9]([CH3:21])([CH2:22][OH:23])[CH:10]([O:13][Si:14]([CH3:15])([CH3:16])[C:17]([CH3:18])([CH3:19])[CH3:20])[CH2:11][CH2:12]1. The reactants are CC(CC1=CC2=C(C=C1)OCO2)NCC(C2=C(C=CC=C2)OCC2=CC=CC=C2)O (α-[(α-methyl-3,4-methylenedioxyphenethylamino)methyl]-2-benzyloxybenzylalcohol), Cl (hydrochloride), C(C1=CC=CC=C1)O (benzylalcohol), Cl (hydrogen chloride). Product: Cl.CC(CC1=CC2=C(C=C1)OCO2)NCC(C2=C(C=CC=C2)OCC2=CC=CC=C2)O (α-[(α-methyl-3,4-methylenedioxyphenethylamino)methyl]-2-benzyloxybenzylalcohol hydrochloride). Reaction SMILES: [CH3:1][CH:2]([NH:13][CH2:14][CH:15]([OH:30])[C:16]1[CH:21]=[CH:20][CH:19]=[CH:18][C:17]=1[O:22][CH2:23][C:24]1[CH:29]=[CH:28][CH:27]=[CH:26][CH:25]=1)[CH2:3][C:4]1[CH:9]=[CH:8][C:7]2[O:10][CH2:11][O:12][C:6]=2[CH:5]=1.C(O)C1C=CC=CC=1.[ClH:39]>>[ClH:39].[CH3:1][CH:2]([NH:13][CH2:14][CH:15]([OH:30])[C:16]1[CH:21]=[CH:20][CH:19]=[CH:18][C:17]=1[O:22][CH2:23][C:24]1[CH:29]=[CH:28][CH:27]=[CH:26][CH:25]=1)[CH2:3][C:4]1[CH:9]=[CH:8][C:7]2[O:10][CH2:11][O:12][C:6]=2[CH:5]=1 |f:3.4|. Procedure details: A mixture of the α-(α-methyl-3,4-methylenedioxyphenethylimino)-2-benzyloxyacetophenone solution obtained in paragraph (2), 1.25 g of sodium borohydride and 30 ml of ethanol is treated in the same manner as described in Example 1-(3), whereby α-[(α-methyl-3,4-methylenedioxyphenethylamino)methyl]-2-benzyloxybenzylalcohol [the mixture of two diastereoisomers] is obtained as a caramel. Said benzylalcohol [i.e., the mixture of two diastereoisomers] is treated with ethanolic hydrogen chloride to conve...